Dataset: the Open Reaction Database (ORD), a public repository of structured organic reaction records. Task: describe an organic reaction: reactants, conditions, products, and yield Starting materials: BrC1=CC2=C(N=C(S2)[C@@H]2C[C@H](C2)N2[C@@H](CCC2)C)C=C1 (Trans-6-bromo-2-{3-[(2R)-2-methylpyrrolidin-1-yl]cyclobutyl}-1,3-benzothiazole), CC=1C=CC(NC1)=O (5-methyl-2-pyridone), N=1NC(C=CC1)=O (3(2H)-pyridazinone). The product is C(C)(C)N([C@@H]1C[C@H](C1)C=1SC2=C(N1)C=CC(=C2)N2C(C=CC(=C2)C)=O)C (Trans-1-(2-{3-[isopropyl(methyl)amino]cyclobutyl}-1,3-benzothiazol-6-yl)-5-methylpyridin-2(1H)-one). RXN SMILES: Br[C:2]1[CH:20]=[CH:19][C:5]2[N:6]=[C:7]([C@H:9]3[CH2:12][C@H:11]([N:13]4[CH2:17]C[CH2:15][C@H:14]4[CH3:18])[CH2:10]3)[S:8][C:4]=2[CH:3]=1.[CH3:21][C:22]1[CH:23]=[CH:24][C:25](=[O:28])[NH:26][CH:27]=1.N1NC(=O)C=CC=1>>[CH:14]([N:13]([CH3:17])[C@H:11]1[CH2:12][C@H:9]([C:7]2[S:8][C:4]3[CH:3]=[C:2]([N:26]4[CH:27]=[C:22]([CH3:21])[CH:23]=[CH:24][C:25]4=[O:28])[CH:20]=[CH:19][C:5]=3[N:6]=2)[CH2:10]1)([CH3:18])[CH3:15]. Procedure details: The title compound was prepared according to the procedure described in Example 22, except for substituting the product of Example 52A for the product of Example 1E and substituting 5-methyl-2-pyridone for 3(2H)-pyridazinone. 1H NMR (400 MHz, CDCl3) δ ppm 8.02 (d, J=8.59 Hz, 1H) 7.88 (d, J=2.15 Hz, 1H) 7.42 (dd, J=8.59, 1.84 Hz, 1H) 7.26-7.30 (m, 1H) 7.15 (s, 1H) 6.62 (d, J=9.21 Hz, 1H) 3.51-3.64 (m, 1H) 3.13-3.27 (m, 1H) 2.90-3.02 (m, 1H) 2.62-2.72 (m, 2H) 2.28-2.40 (m, 2H) 2.13 (s, 3H) 2.12 (s... Starting materials: Oc1cc(C(F)(F)F)nc2ccc(C(F)(F)F)cc12, CC(C)(C)OC(=O)N1CC(NC(=O)CN)C1, C1COCCO1. Yields the product CC(C)(C)OC(=O)N1CC(NC(=O)CNc2cc(C(F)(F)F)nc3ccc(C(F)(F)F)cc23)C1. Reaction SMILES: [F:1][C:2]([c:3]1[n:4][c:5]2[cH:6][cH:7][c:8]([C:14]([F:15])([F:16])[F:17])[cH:9][c:10]2[c:11]([OH:13])[cH:12]1)([F:18])[F:19].[NH2:20][CH2:21][C:22](=[O:23])[NH:24][CH:25]1[CH2:26][N:27]([C:29](=[O:30])[O:31][C:32]([CH3:33])([CH3:34])[CH3:35])[CH2:28]1.[O:36]1[CH2:37][CH2:38][O:39][CH2:40][CH2:41]1>>[F:1][C:2]([c:3]1[n:4][c:5]2[cH:6][cH:7][c:8]([C:14]([F:15])([F:16])[F:17])[cH:9][c:10]2[c:11]([NH:20][CH2:21][C:22](=[O:23])[NH:24][CH:25]2[CH2:26][N:27]([C:29](=[O:30])[O:31][C:32]([CH3:33])([CH3:34])[CH3:35])[CH2:28]2)[cH:12]1)([F:18])[F:19]. Reactants: C1(=CC=CC=C1)OC(C1=C(C(=CC(=C1O)C(C)(C)C)Br)C)=O (3-bromo-5-tert-butyl-6-hydroxy-2-methyl-benzoic acid phenyl ester), Br2Cl2, NC1=C(C=CC(=C1)Cl)S(=O)(=O)N (2-amino-4-chlorobenzenesulfonamide), BrCl (BrCl). Yields the product BrC1=C(C(=C(C(=C1)C(C)(C)C)O)C=1NS(C2=C(N1)C=C(C=C2)Cl)(=O)=O)C (4-Bromo-6-tert-butyl-2-(6-chloro-1,1-dioxo-1,2-dihydro-1λ6-benzo[1,2,4]thiadiazin-3-yl)-3-methylphenol). RXN SMILES: C1(O[C:8](=O)[C:9]2[C:14]([OH:15])=[C:13]([C:16]([CH3:19])([CH3:18])[CH3:17])[CH:12]=[C:11]([Br:20])[C:10]=2[CH3:21])C=CC=CC=1.[NH2:23][C:24]1[CH:29]=[C:28]([Cl:30])[CH:27]=[CH:26][C:25]=1[S:31]([NH2:34])(=[O:33])=[O:32].BrCl>>[Br:20][C:11]1[CH:12]=[C:13]([C:16]([CH3:17])([CH3:18])[CH3:19])[C:14]([OH:15])=[C:9]([C:8]2[NH:34][S:31](=[O:33])(=[O:32])[C:25]3[CH:26]=[CH:27][C:28]([Cl:30])=[CH:29][C:24]=3[N:23]=2)[C:10]=1[CH3:21]. Procedure details: From 3-bromo-5-tert-butyl-6-hydroxy-2-methyl-benzoic acid phenyl ester and 2-amino-4-chlorobenzenesulfonamide; obtained as white crystals following column chromatography (silica gel/EtOAc-heptane-CH2Cl2 1:6:3); mp 270-271° C. (decomp., ebullition); 1H NMR (DMSO): δ 12.58 (s, 1H, NH), 9.64 (s, 1H), 7.91 (d, J=8.3 Hz, 1H), 7.55 (dd, J˜8.3, 1.9 Hz, 1H), 7.48 (s, 1H), 7.34 (d, J=1.9 Hz, 1H), 2.20 (s, 3H), 1.37 (s, 9H); LC-MS: m/z 457/459/461 (M+H; BrCl isotope pattern), 935/937/939/941 (2M+Na; Br2Cl... Reactants: ClCCl, [Cu], OB(O)c1ccccc1, COC(=O)c1cc(O)cc(O)c1. Yields the product COC(=O)c1cc(O)cc(Oc2ccccc2)c1. Reaction SMILES: [Cl:22][CH2:23][Cl:24].[Cu:25].[OH:13][B:14]([OH:15])[c:16]1[cH:17][cH:18][cH:19][cH:20][cH:21]1.[OH:1][c:2]1[cH:3][c:4]([C:5](=[O:6])[O:7][CH3:8])[cH:9][c:10]([OH:12])[cH:11]1>>[OH:1][c:2]1[cH:3][c:4]([C:5](=[O:6])[O:7][CH3:8])[cH:9][c:10]([O:12][c:16]2[cH:17][cH:18][cH:19][cH:20][cH:21]2)[cH:11]1. Reactants: COC(=O)C(Cc1ccccc1)NC(=O)C(N)CC(=O)O, Nc1ccccc1. Product: O=CNc1ccccc1. RXN SMILES: [CH3:8][O:9][C:10]([CH:11]([NH:12][C:13]([CH:14]([CH2:15][C:16](=[O:17])[OH:18])[NH2:19])=[O:20])[CH2:21][c:22]1[cH:23][cH:24][cH:25][cH:26][cH:27]1)=[O:28].[NH2:1][c:2]1[cH:3][cH:4][cH:5][cH:6][cH:7]1>>[NH:1]([c:2]1[cH:3][cH:4][cH:5][cH:6][cH:7]1)[CH:8]=[O:9]. Starting materials: [Al+3], O=C(Cl)CCCCCBr, Cc1ccccc1, [Cl-], [Cl-], [Cl-], Cl, O. The product is Cc1ccc(C(=O)CCCCCBr)cc1. Reaction SMILES: [Al+3:2].[Br:5][CH2:6][CH2:7][CH2:8][CH2:9][CH2:10][C:11](=[O:12])[Cl:13].[CH3:16][c:17]1[cH:18][cH:19][cH:20][cH:21][cH:22]1.[Cl-:1].[Cl-:3].[Cl-:4].[ClH:15].[OH2:14]>>[Br:5][CH2:6][CH2:7][CH2:8][CH2:9][CH2:10][C:11](=[O:12])[c:20]1[cH:19][cH:18][c:17]([CH3:16])[cH:22][cH:21]1. Reactants: NC1CCN(CC1)CCCCl (3-(4-aminopiperidin-1-yl)-1-chloropropane), C([O-])([O-])=O.[Na+].[Na+] (sodium carbonate), C=1(C(=CC=CC1)C(=O)Cl)C (toluoyl chloride), O (water). The solvent is C(C)(=O)OCC (ethyl acetate), C([O-])(O)=O.[Na+] (sodium bicarbonate). Run at time 3 hour. Product: CC1=CC=C(C(=O)NC2CCN(CC2)CCCCl)C=C1 (3-[4-(4-methylbenzamido) piperidinyl]-1-chloropropane). As a reaction SMILES: [NH2:1][CH:2]1[CH2:7][CH2:6][N:5]([CH2:8][CH2:9][CH2:10][Cl:11])[CH2:4][CH2:3]1.[C:12](=[O:15])([O-])[O-].[Na+].[Na+].[C:18]1([CH3:27])[C:19](C(Cl)=O)=[CH:20][CH:21]=[CH:22][CH:23]=1.O>C(OCC)(=O)C.C(=O)(O)[O-].[Na+]>[CH3:27][C:18]1[CH:19]=[CH:20][C:21]([C:12]([NH:1][CH:2]2[CH2:7][CH2:6][N:5]([CH2:8][CH2:9][CH2:10][Cl:11])[CH2:4][CH2:3]2)=[O:15])=[CH:22][CH:23]=1 |f:1.2.3,7.8|. Reported procedure: A mixture of 3-(4-aminopiperidin-1-yl)-1-chloropropane (1g; preparation 9), sodium carbonate (0.42 g) and toluoyl chloride (0.58 ml) in 20 ml of ethyl acetate and 20 ml of saturated aqueous sodium bicarbonate solution was stirred at room temperature for 3 hour, then poured into 100 ml of water. The organic phase was separated, dried over sodium sulfate and concentrated to dryness. The residue (1.4 g) was crystallized from 20 ml of hexane and the collected solid dried under vacuum at 50° C. to gi...